From a dataset of the Open Reaction Database (ORD), a public repository of structured organic reaction records. describe an organic reaction: reactants, conditions, products, and yield Reactants: N=1C=CN2C1C=CC(=C2)C=O (6-imidazo[1,2-a]pyridinecarbaldehyde), [N+](=O)([O-])CC (nitroethane), C(C)N (ethyl amine). Reagents/catalysts: C(CCC)N (n-butyl amine). Solvent: C(C)O (ethanol). Yields the product [N+](=O)([O-])C(=CC=1C=CC=2N(C1)C=CN2)C (6-(2-nitro-1-propenyl)imidazo[1,2-a]pyridine). Yield: 11.9%. As a reaction SMILES: [N:1]1[CH:2]=[CH:3][N:4]2[CH:9]=[C:8]([CH:10]=O)[CH:7]=[CH:6][C:5]=12.[N+:12]([CH2:15][CH3:16])([O-:14])=[O:13].C(N)C>C(O)C.C(N)CCC>[N+:12]([C:15]([CH3:16])=[CH:10][C:8]1[CH:7]=[CH:6][C:5]2[N:4]([CH:3]=[CH:2][N:1]=2)[CH:9]=1)([O-:14])=[O:13]. Procedure details: In 40 ml of ethanol, 6.9 g of 6-imidazo[1,2-a]pyridinecarbaldehyde was stirred under reflux for 14 hours, together with 10.6 g of nitroethane and 30 drops of n-butyl amine. Then, a small quantity of ethyl amine was added thereto and the mixture was stirred under reflux for further 18 hours. After insoluble matter was removed by filtration upon heating, 50 ml of ethanol and 150 ml of ether were further added to remove insoluble matter by filtration. The solvent was removed by distillation under r... Reactants: Br, COc1cccc2c(O)c(-c3ccccc3)c(=O)oc12, CC(=O)OC(C)=O, CC(=O)O. The product is O=c1oc2c(O)cccc2c(O)c1-c1ccccc1. Reaction SMILES: [BrH:21].[CH3:1][O:2][c:3]1[cH:4][cH:5][cH:6][c:7]2[c:8]([OH:20])[c:9](-[c:14]3[cH:15][cH:16][cH:17][cH:18][cH:19]3)[c:10](=[O:13])[o:11][c:12]12.[CH3:22][C:23]([O:24][C:25](=[O:26])[CH3:27])=[O:28].[CH3:29][C:30](=[O:31])[OH:32]>>[OH:2][c:3]1[cH:4][cH:5][cH:6][c:7]2[c:8]([OH:20])[c:9](-[c:14]3[cH:15][cH:16][cH:17][cH:18][cH:19]3)[c:10](=[O:13])[o:11][c:12]12. The reactants are C1CCOC1, CCOC(C)=O, Nc1ccc(N2CCC(O)CC2)cc1, Cc1cc(C(=O)Nc2cccc(C(=O)c3ccc4c(c3)NC(=O)C4=CO)c2)n(C)n1. Product: Cc1cc(C(=O)Nc2cccc(C(=O)c3ccc4c(c3)NC(=O)C4=CNc3ccc(N4CCC(O)CC4)cc3)c2)n(C)n1. RXN SMILES: [CH2:31]1[O:32][CH2:33][CH2:34][CH2:35]1.[CH3:50][CH2:51][O:52][C:53]([CH3:54])=[O:55].[NH2:36][c:37]1[cH:38][cH:39][c:40]([N:43]2[CH2:44][CH2:45][CH:46]([OH:49])[CH2:47][CH2:48]2)[cH:41][cH:42]1.[OH:1][CH:2]=[C:3]1[C:4](=[O:30])[NH:5][c:6]2[cH:7][c:8]([C:12](=[O:13])[c:14]3[cH:15][c:16]([NH:20][C:21](=[O:22])[c:23]4[n:24]([CH3:29])[n:25][c:26]([CH3:28])[cH:27]4)[cH:17][cH:18][cH:19]3)[cH:9][cH:10][c:11]21>>[CH:2](=[C:3]1[C:4](=[O:30])[NH:5][c:6]2[cH:7][c:8]([C:12](=[O:13])[c:14]3[cH:15][c:16]([NH:20][C:21](=[O:22])[c:23]4[n:24]([CH3:29])[n:25][c:26]([CH3:28])[cH:27]4)[cH:17][cH:18][cH:19]3)[cH:9][cH:10][c:11]21)[NH:36][c:37]1[cH:38][cH:39][c:40]([N:43]2[CH2:44][CH2:45][CH:46]([OH:49])[CH2:47][CH2:48]2)[cH:41][cH:42]1. The reactants are Cl (HCl), C1N(CCC2=CC=CC=C12)S(=O)(=O)CC(C=1C=NC=CC1)N(C=O)O (N-[2-(3,4-dihydroisoquinolin-2(1H)-ylsulfonyl)-1-pyridin-3-ylethyl]-N-hydroxyformamide). Run in O1CCOCC1 (1,4-dioxane). The product is Cl.C1N(CCC2=CC=CC=C12)S(=O)(=O)CC(C=1C=NC=CC1)N(C=O)O (N-[2-(3,4-dihydroisoquinolin-2(1H)-ylsulfonyl)-1-pyridin-3-ylethyl]-N-hydroxyformamide, hydrochloride salt). The yield is 40.0%. Reaction SMILES: [ClH:1].[CH2:2]1[C:11]2[C:6](=[CH:7][CH:8]=[CH:9][CH:10]=2)[CH2:5][CH2:4][N:3]1[S:12]([CH2:15][CH:16]([N:23]([OH:26])[CH:24]=[O:25])[C:17]1[CH:18]=[N:19][CH:20]=[CH:21][CH:22]=1)(=[O:14])=[O:13]>O1CCOCC1>[ClH:1].[CH2:2]1[C:11]2[C:6](=[CH:7][CH:8]=[CH:9][CH:10]=2)[CH2:5][CH2:4][N:3]1[S:12]([CH2:15][CH:16]([N:23]([OH:26])[CH:24]=[O:25])[C:17]1[CH:18]=[N:19][CH:20]=[CH:21][CH:22]=1)(=[O:13])=[O:14] |f:3.4|. Reported procedure: An excess of a solution of HCl (4N in 1,4-dioxane) was added to a solution of N-[2-(3,4-dihydroisoquinolin-2(1H)-ylsulfonyl)-1-pyridin-3-ylethyl]-N-hydroxyformamide (55 mg, 80% purity) in 1,4-dioxane. A solid precipitated out. The supernatant was removed by decantation, then the solid was washed by decantation with Et2O (2×) and dried under reduced pressure to give the title compound (11) as an off-white powder (25 mg, 40% yield). HPLC, Rt: 1.9 min (purity: 83.0%). LC/MS, M+(ESI): 362.3, M−(ESI)...